From a dataset of the Open Reaction Database (ORD), a public repository of structured organic reaction records. describe an organic reaction: reactants, conditions, products, and yield Reactants: O (water), BrCC1=C2CCN(CC2=CC=C1)C1=NC2=CC(=C(C=C2C(N1)=O)OC)OC (2-(5-bromomethyl-3,4-dihydro-1H-isoquinolin-2-yl)-6,7-dimethoxy-3H-quinazolin-4-one), N1CCOCC1 (morpholine), C([O-])(O)=O.[Na+] (sodium bicarbonate). The solvent is CS(=O)C (dimethyl sulfoxide). Reaction conditions: temperature 80 celsius, time 18 hour. Yields the product COC=1C=C2C(NC(=NC2=CC1OC)N1CC2=CC=CC(=C2CC1)CN1CCOCC1)=O (6,7-Dimethoxy-2-(5-morpholin-4-ylmethyl-3,4-dihydro-1H-isoquinolin-2-yl)-3H-quinazolin-4-one). RXN SMILES: Br[CH2:2][C:3]1[CH:12]=[CH:11][CH:10]=[C:9]2[C:4]=1[CH2:5][CH2:6][N:7]([C:13]1[NH:22][C:21](=[O:23])[C:20]3[C:15](=[CH:16][C:17]([O:26][CH3:27])=[C:18]([O:24][CH3:25])[CH:19]=3)[N:14]=1)[CH2:8]2.[NH:28]1[CH2:33][CH2:32][O:31][CH2:30][CH2:29]1.C(=O)(O)[O-].[Na+].O>CS(C)=O>[CH3:25][O:24][C:18]1[CH:19]=[C:20]2[C:15](=[CH:16][C:17]=1[O:26][CH3:27])[N:14]=[C:13]([N:7]1[CH2:6][CH2:5][C:4]3[C:9](=[CH:10][CH:11]=[CH:12][C:3]=3[CH2:2][N:28]3[CH2:33][CH2:32][O:31][CH2:30][CH2:29]3)[CH2:8]1)[NH:22][C:21]2=[O:23] |f:2.3|. Procedure: A mixture of 2-(5-bromomethyl-3,4-dihydro-1H-isoquinolin-2-yl)-6,7-dimethoxy-3H-quinazolin-4-one 23a (54 mg, 0.12 mmol), morpholine (12 mg, 0.13 mmol) and sodium bicarbonate (16 mg, 0.18 mmol) in dimethyl sulfoxide (0.5 mL) was heated to 80° C. with stirring for 18 h. After cooling to room temperature, water (2 mL) was added and the precipitated product was separated by filtration, rinsed with water and dried. 6,7-Dimethoxy-2-(5-morpholin-4-ylmethyl-3,4-dihydro-1H-isoquinolin-2-yl)-3H-quinazolin... The reactants are CC(=O)O, CCO, OCCCCCCC(I)CC(F)(F)C(F)(F)C(F)(F)C(F)(F)F, [Zn]. The product is OCCCCCCCCC(F)(F)C(F)(F)C(F)(F)C(F)(F)F. As a reaction SMILES: [CH3:1][C:2](=[O:3])[OH:4].[CH3:28][CH2:29][OH:30].[I:5][CH:6]([CH2:7][CH2:8][CH2:9][CH2:10][CH2:11][CH2:12][OH:13])[CH2:14][C:15]([C:16]([C:17]([C:18]([F:19])([F:20])[F:21])([F:22])[F:23])([F:24])[F:25])([F:26])[F:27].[Zn:31]>>[CH2:6]([CH2:7][CH2:8][CH2:9][CH2:10][CH2:11][CH2:12][OH:13])[CH2:14][C:15]([C:16]([C:17]([C:18]([F:19])([F:20])[F:21])([F:22])[F:23])([F:24])[F:25])([F:26])[F:27]. Starting materials: CI (methyl iodide), [H-].[Al+3].[Li+].[H-].[H-].[H-] (lithium aluminum hydride), [OH-].[K+] (potassium hydroxide), material, [H-].[Al+3].[Li+].[H-].[H-].[H-] (lithium aluminum hydride), [N-]=[N+]=[N-].[Na+] (sodium azide), C(C1=CC=CC=C1)N1CC2OC2C1 (3-benzyl-6-oxa-3-azabicyclo[3.1.0]hexane), O1CCOCC1 (dioxane). Solvent: O (water), O (water), O1CCCC1 (tetrahydrofuran), O1CCCC1 (tetrahydrofuran), O (water). Yields the product N[C@@H]1CN(C[C@H]1OC)CC1=CC=CC=C1 (trans-3-Amino-1-benzyl-4-methoxy-pyrrolidine). RXN SMILES: [N-:1]=[N+]=[N-].[Na+].[CH2:5]([N:12]1[CH2:17]C2C(O2)[CH2:13]1)[C:6]1[CH:11]=[CH:10][CH:9]=[CH:8][CH:7]=1.CI.[H-].[Al+3].[Li+].[H-].[H-].[H-].[OH-].[K+].O1[CH2:33][CH2:32][O:31][CH2:30]C1>O.O1CCCC1>[NH2:1][C@H:33]1[C@H:32]([O:31][CH3:30])[CH2:17][N:12]([CH2:5][C:6]2[CH:11]=[CH:10][CH:9]=[CH:8][CH:7]=2)[CH2:13]1 |f:0.1,4.5.6.7.8.9,10.11|. Procedure details: 27 g (0.41 mol) of sodium azide are dissolved in 50 ml of water, and 17.5 g (0.1 mol) of 3-benzyl-6-oxa-3-azabicyclo[3.1.0]hexane in 300 ml of dioxane are added. The mixture is heated under reflux for 72 hours and concentrated, the inorganic salts are dissolved in water and the mixture is extracted with chloroform. The extract is dried over potassium carbonate and concentrated. The residue is dissolved in 50 ml of absolute tetrahydrofuran and the solution is added dropwise to 4 g of sodium hydri... The product is COc1ccccc1COCCCOc1ccc(C2CCN(C(=O)OC(C)(C)C)CC2OCc2ccc3c(c2)N(CCN=[N+]=[N-])CCC3)cc1. The reactants are COc1ccccc1COCCCOc1ccc(C2CCN(C(=O)OC(C)(C)C)CC2OCc2ccc3c(c2)N(CCOS(C)(=O)=O)CCC3)cc1, [N-]=[N+]=[N-], [Na+]. As a reaction SMILES: [C:1]([CH3:2])([CH3:3])([CH3:4])[O:5][C:6](=[O:7])[N:8]1[CH2:9][CH:10]([O:34][CH2:35][c:36]2[cH:37][cH:38][c:39]3[c:44]([cH:45]2)[N:43]([CH2:46][CH2:47][O:48][S:49]([CH3:50])(=[O:51])=[O:52])[CH2:42][CH2:41][CH2:40]3)[CH:11]([c:14]2[cH:15][cH:16][c:17]([O:20][CH2:21][CH2:22][CH2:23][O:24][CH2:25][c:26]3[c:27]([O:32][CH3:33])[cH:28][cH:29][cH:30][cH:31]3)[cH:18][cH:19]2)[CH2:12][CH2:13]1.[N-:54]=[N+:55]=[N-:56].[Na+:53]>>[C:1]([CH3:2])([CH3:3])([CH3:4])[O:5][C:6](=[O:7])[N:8]1[CH2:9][CH:10]([O:34][CH2:35][c:36]2[cH:37][cH:38][c:39]3[c:44]([cH:45]2)[N:43]([CH2:46][CH2:47][N:54]=[N+:55]=[N-:56])[CH2:42][CH2:41][CH2:40]3)[CH:11]([c:14]2[cH:15][cH:16][c:17]([O:20][CH2:21][CH2:22][CH2:23][O:24][CH2:25][c:26]3[c:27]([O:32][CH3:33])[cH:28][cH:29][cH:30][cH:31]3)[cH:18][cH:19]2)[CH2:12][CH2:13]1. Starting materials: BrC1=CC=2N3C4=C(C=C(C=C4C2C=C1)OC)C(C(=C3)CC=3C=NC=C(C3)C)=O (9-bromo-2-methoxy-5-(5-methyl-3-pyridylmethyl)-4H-pyrido[3,2,1-jk]carbazole-4-one), B(Br)(Br)Br (boron tribromide), ice water, C(O)([O-])=O.[Na+] (sodium hydrogencarbonate). The solvent is C(Cl)Cl (methylene chloride). Reaction conditions: time 3 hour. The product is BrC1=CC=2N3C4=C(C=C(C=C4C2C=C1)O)C(C(=C3)CC=3C=NC=C(C3)C)=O (9-bromo-2-hydroxy-5-(5-methyl-3-pyridylmethyl)-4H-pyrido[3,2,1-jk]carbazole-4-one). The yield is 77.7%. Reaction SMILES: [Br:1][C:2]1[CH:14]=[CH:13][C:12]2[C:11]3[C:6]4=[C:7]([C:17](=[O:28])[C:18]([CH2:20][C:21]5[CH:22]=[N:23][CH:24]=[C:25]([CH3:27])[CH:26]=5)=[CH:19][N:5]4[C:4]=2[CH:3]=1)[CH:8]=[C:9]([O:15]C)[CH:10]=3.B(Br)(Br)Br.C(=O)([O-])O.[Na+]>C(Cl)Cl>[Br:1][C:2]1[CH:14]=[CH:13][C:12]2[C:11]3[C:6]4=[C:7]([C:17](=[O:28])[C:18]([CH2:20][C:21]5[CH:22]=[N:23][CH:24]=[C:25]([CH3:27])[CH:26]=5)=[CH:19][N:5]4[C:4]=2[CH:3]=1)[CH:8]=[C:9]([OH:15])[CH:10]=3 |f:2.3|. Procedure details: 9-bromo-2-methoxy-5-(5-methyl-3-pyridylmethyl)-4H-pyrido[3,2,1-jk]carbazole-4-one (302 mg) produced in Example 123 was suspended in anhydrous methylene chloride (80 ml), and boron tribromide (0.33 ml) was added dropwise at room temperature. After stirring at room temperature for 3 hours, the reaction mixture was poured into ice water (100 ml) and saturated aqueous solution of sodium hydrogencarbonate was added thereto until the termination of foaming. The crystals precipitated were recovered by ... The reactants are NCC1=NC=CC=C1 (2-(aminomethyl)pyridine), N1=CC=CC=C1 (pyridine), C(CCCCCCCCCCCCC)OC1=CC=C(C(=O)Cl)C=C1 (4-(Tetradecyloxy)benzoyl chloride). The solvent is C(Cl)Cl (methylene chloride), C(Cl)Cl (methylene chloride). Conditions: temperature 0 celsius, time 2 hour. Yields the product N1=C(C=CC=C1)CNC(C1=CC=C(C=C1)OCCCCCCCCCCCCCC)=O (N-(2-Pyridinylmethyl)-4-(tetradecyloxy)benzamide). Yield: 62.8%. RXN SMILES: [NH2:1][CH2:2][C:3]1[CH:8]=[CH:7][CH:6]=[CH:5][N:4]=1.N1C=CC=CC=1.[CH2:15]([O:29][C:30]1[CH:38]=[CH:37][C:33]([C:34](Cl)=[O:35])=[CH:32][CH:31]=1)[CH2:16][CH2:17][CH2:18][CH2:19][CH2:20][CH2:21][CH2:22][CH2:23][CH2:24][CH2:25][CH2:26][CH2:27][CH3:28]>C(Cl)Cl>[N:4]1[CH:5]=[CH:6][CH:7]=[CH:8][C:3]=1[CH2:2][NH:1][C:34](=[O:35])[C:33]1[CH:32]=[CH:31][C:30]([O:29][CH2:15][CH2:16][CH2:17][CH2:18][CH2:19][CH2:20][CH2:21][CH2:22][CH2:23][CH2:24][CH2:25][CH2:26][CH2:27][CH3:28])=[CH:38][CH:37]=1. Reported procedure: To a 0° C. solution of 0.674 g 2-(aminomethyl)pyridine, 20 ml methylene chloride and 1.83 ml pyridine is added, dropwise over 20 minutes, 2.0 g of product from Example 3 dissolved in 25 ml of methylene chloride. The reaction is stirred at 0° C. for 2 hours followed by stirring at room temperature for 17 hours. The reaction mixture is partitioned between chloroform and saturated sodium bicarbonate, washed with water and saturated sodium chloride, dried and concentrated in vacuo. The residue is pu... Starting materials: [N+](=O)([O-])C1=C(C=C(C=C1)C1=CC=NC=C1)O (2-Nitro-5-(4-pyridinyl)phenol), [N+](=O)([O-])C1=C(C=C(C=C1)O)C1=CC=NC=C1 (4-nitro-3-(4-pyridinyl)phenol), [N+](=O)([O-])C1=C(C=CC=C1C1=CC=NC=C1)O (2-nitro-3-(4-pyridinyl)phenol). The product is N1=CC=C(C=C1)C=1C=C(C=CC1)O (3-(4-pyridinyl)phenol). As a reaction SMILES: [N+]([C:4]1[CH:9]=[CH:8][C:7]([C:10]2[CH:15]=[CH:14][N:13]=[CH:12][CH:11]=2)=[CH:6][C:5]=1[OH:16])([O-])=O.[N+](C1C=CC(O)=CC=1C1C=CN=CC=1)([O-])=O.[N+](C1C(C2C=CN=CC=2)=CC=CC=1O)([O-])=O>>[N:13]1[CH:14]=[CH:15][C:10]([C:7]2[CH:6]=[C:5]([OH:16])[CH:4]=[CH:9][CH:8]=2)=[CH:11][CH:12]=1. Procedure details: B-2. 2-Nitro-5-(4-pyridinyl)phenol--This compound along with two other isomers, namely, 4-nitro-3-(4-pyridinyl)phenol and 2-nitro-3-(4-pyridinyl)phenol (Example B-3), were all obtained when 3-(4-pyridinyl)phenol was nitrated as in Example B-1. To an ice cold mixture of 242 g. of 3-(4-pyridinyl)phenol and 1 liter of glacial acetic acid was added with stirring a solution containing 60 ml. of concentrated nitric acid in 200 ml. of glacial acetic acid over a 40 minutes period, maintaining the reacti...